This data is from the Open Reaction Database (ORD), a public repository of structured organic reaction records. The task is: describe an organic reaction: reactants, conditions, products, and yield Reactants: [OH-].[Na+] (NaOH), C(C(C)C)N(CCCN1CCN(CC1)CCCNC1=NC2=C(N1)C=CC=C2)CC(C)C ({3-[4-(3-Diisobutylamino-propyl)-piperazin-1-yl]-propyl}-(1H-benzimidazol-2-yl)-amine), C(C(C)C)N(CCCN1CCN(CC1)CCCNC1=NC2=C(N1)C=CC=C2)CC(C)C ({3-[4-(3-Diisobutylamino-propyl)-piperazin-1-yl]-propyl}-(1H-benzimidazol-2-yl)-amine), COC1=CC(=C(C=C1)N=C=S)[N+](=O)[O-] (4-methoxy-2-nitrophenyl isothiocyanate). Run in C(Cl)Cl (CH2Cl2). The product is C(C(C)C)N(CCCN1CCN(CC1)CCCNC(=S)NC1=C(C=C(C=C1)OC)[N+](=O)[O-])CC(C)C (1-{3-[4-(3-Diisobutylamino-propyl)-piperazin-1-yl]-propyl}-3-(4-methoxy-2-nitro-phenyl)-thiourea). Reaction SMILES: [CH2:1]([N:5]([CH2:28][CH:29]([CH3:31])[CH3:30])[CH2:6][CH2:7][CH2:8][N:9]1[CH2:14][CH2:13][N:12]([CH2:15][CH2:16][CH2:17][NH:18]C2NC3C=CC=CC=3N=2)[CH2:11][CH2:10]1)[CH:2]([CH3:4])[CH3:3].[CH3:32][O:33][C:34]1[CH:39]=[CH:38][C:37]([N:40]=[C:41]=[S:42])=[C:36]([N+:43]([O-:45])=[O:44])[CH:35]=1.[OH-].[Na+]>C(Cl)Cl>[CH2:28]([N:5]([CH2:1][CH:2]([CH3:4])[CH3:3])[CH2:6][CH2:7][CH2:8][N:9]1[CH2:10][CH2:11][N:12]([CH2:15][CH2:16][CH2:17][NH:18][C:41]([NH:40][C:37]2[CH:38]=[CH:39][C:34]([O:33][CH3:32])=[CH:35][C:36]=2[N+:43]([O-:45])=[O:44])=[S:42])[CH2:13][CH2:14]1)[CH:29]([CH3:31])[CH3:30] |f:2.3|. Procedure details: A solution of N4-(3-{4-[3-(diisobutylamino)propyl]piperizano}propyl)-amine (intermediate of example 16) (103 mg, 0.33 mmol) and 4-methoxy-2-nitrophenyl isothiocyanate (139 mg, 0.66 mmol) in CH2Cl2 (10 mL) has been stirred for 4 h at room temperature. NaOH 1M is added until alkaline pH. Organic layer was washed with NaOH 0.5M and dried over MgSO4. Crude compound is purified by thick-layer chromatography (CH2Cl2/MeOH: 90/10). Starting materials: NN1C(C2=CC=CC=C2C(=N1)C1CCCCC1)=O (2-amino-4-cyclohexylphthalazin-1(2H)-one), C12(CC3CC(CC(C1)C3)C2)CC(=O)Cl (2-(adamantan-1-yl)acetyl chloride). Product: C12(CC3CC(CC(C1)C3)C2)CC(=O)NN2C(C3=CC=CC=C3C(=N2)C2CCCCC2)=O (2-(adamantan-1-yl)-N-(4-cyclohexyl-1-oxophthalazin-2(1H)-yl)acetamide). RXN SMILES: [NH2:1][N:2]1[N:11]=[C:10]([CH:12]2[CH2:17][CH2:16][CH2:15][CH2:14][CH2:13]2)[C:9]2[C:4](=[CH:5][CH:6]=[CH:7][CH:8]=2)[C:3]1=[O:18].[C:19]12([CH2:29][C:30](Cl)=[O:31])[CH2:28][CH:23]3[CH2:24][CH:25]([CH2:27][CH:21]([CH2:22]3)[CH2:20]1)[CH2:26]2>>[C:19]12([CH2:29][C:30]([NH:1][N:2]3[N:11]=[C:10]([CH:12]4[CH2:17][CH2:16][CH2:15][CH2:14][CH2:13]4)[C:9]4[C:4](=[CH:5][CH:6]=[CH:7][CH:8]=4)[C:3]3=[O:18])=[O:31])[CH2:26][CH:25]3[CH2:24][CH:23]([CH2:22][CH:21]([CH2:27]3)[CH2:20]1)[CH2:28]2. Reported procedure: The product of Example 74A and 2-(adamantan-1-yl)acetyl chloride were processed using a method similar to that described in Example 1C, and purified by preparative HPLC [Phenomenex Luna C8(2) 5 um 100 Å AXIA column (30 mm×75 mm); a gradient of acetonitrile (A) and 0.1% trifluoroacetic acid in water (B) was used, at a flow rate of 50 mL/min (0-0.5 min 10% A, 0.5-7.0 min linear gradient 10-95% A, 7.0-10.0 min 95% A, 10.0-12.0 min linear gradient 95-10% A)] to afford the title compound. 1H NMR (400... The product is C1(=CC=CC=C1)CC(=O)NC1[C@@H]2N(C(C(CS2)C=O)C(=O)OC(C2=CC=CC=C2)C2=CC=CC=C2)C1=O (diphenylmethyl 7-(2-phenylacetamido)-3-formylcepham-4-carboxylate). As a reaction SMILES: C1(N=C=NC2CCCCC2)CCCCC1.N1C=CC=CC=1.[C:22]1([CH2:28][C:29]([NH:31][CH:32]2[C:57](=[O:58])[N:34]3[CH:35]([C:41]([O:43][CH:44]([C:51]4[CH:56]=[CH:55][CH:54]=[CH:53][CH:52]=4)[C:45]4[CH:50]=[CH:49][CH:48]=[CH:47][CH:46]=4)=[O:42])[CH:36]([CH2:39][OH:40])[CH2:37][S:38][C@H:33]23)=[O:30])[CH:27]=[CH:26][CH:25]=[CH:24][CH:23]=1.FC(F)(F)C(O)=O>CS(C)=O.C1C=CC=CC=1>[C:22]1([CH2:28][C:29]([NH:31][CH:32]2[C:57](=[O:58])[N:34]3[CH:35]([C:41]([O:43][CH:44]([C:45]4[CH:46]=[CH:47][CH:48]=[CH:49][CH:50]=4)[C:51]4[CH:52]=[CH:53][CH:54]=[CH:55][CH:56]=4)=[O:42])[CH:36]([CH:39]=[O:40])[CH2:37][S:38][C@H:33]23)=[O:30])[CH:27]=[CH:26][CH:25]=[CH:24][CH:23]=1. Reactants: C1(CCCCC1)N=C=NC1CCCCC1 (Dicyclohexylcarbodiimide), N1=CC=CC=C1 (pyridine), C1(=CC=CC=C1)CC(=O)NC1[C@@H]2N(C(C(CS2)CO)C(=O)OC(C2=CC=CC=C2)C2=CC=CC=C2)C1=O (diphenylmethyl 7-(2-phenylacetamido)-3-hydroxymethylcepham-4-carboxylate), FC(C(=O)O)(F)F (trifluoroacetic acid). Run in CS(=O)C (dimethylsulfoxide), C1=CC=CC=C1 (benzene). Yield: 40.2%. Conditions: time 8 hour. Procedure details: Dicyclohexylcarbodiimide (1.8 g.) and pyridine (0.23 g.) were added to a solution of diphenylmethyl 7-(2-phenylacetamido)-3-hydroxymethylcepham-4-carboxylate (1.5 g.) in dimethylsulfoxide (7 ml.) and benzene (15 ml.). To the solution was added trifluoroacetic acid (0.17 g.) and the mixture was stirred at room temperature overnight. After filtration, the filtrate was poured in a mixture of ethyl acetate (100 ml.) and water (100 ml.). The solution was adjusted to pH 3.0, and the ethyl acetate laye... The reactants are C1(=CC=CC=C1)C(=[N+]=[N-])C1=CC=CC=C1 (diphenyldiazomethane), C1(=CC=CC=C1)C(=[N+]=[N-])C1=CC=CC=C1 (diphenyldiazomethane), ice, OC1=NOC(=C1)CC(=O)O (3-hydroxyisoxazol-5-ylacetic acid). Run in CC(=O)C (acetone), CC(=O)C (acetone). Reaction conditions: time 1 hour. The product is OC1=NOC(=C1)CC(=O)OC(C1=CC=CC=C1)C1=CC=CC=C1 (Benzhydryl 3-hydroxyisoxazol-5-ylacetate). RXN SMILES: [OH:1][C:2]1[CH:6]=[C:5]([CH2:7][C:8]([OH:10])=[O:9])[O:4][N:3]=1.[C:11]1([C:17]([C:20]2[CH:25]=[CH:24][CH:23]=[CH:22][CH:21]=2)=[N+]=[N-])[CH:16]=[CH:15][CH:14]=[CH:13][CH:12]=1>CC(C)=O>[OH:1][C:2]1[CH:6]=[C:5]([CH2:7][C:8]([O:10][CH:17]([C:11]2[CH:16]=[CH:15][CH:14]=[CH:13][CH:12]=2)[C:20]2[CH:25]=[CH:24][CH:23]=[CH:22][CH:21]=2)=[O:9])[O:4][N:3]=1. Procedure details: To an ice-cooled solution of 5.72 g (40 mmoles) of 3-hydroxyisoxazol-5-ylacetic acid in 50 ml of acetone was added dropwise a solution of 7.76 g (40 mmoles) of diphenyldiazomethane in 50 ml of acetone. The mixture was stirred for 1 hour in an ice bath. After confirming that the red colour of the diphenyldiazomethane had disappeared, the solvent was distilled off under reduced pressure and 100 ml of diisopropyl ether were added to the residue to precipitate crystals of the title compound, melting...